Task: describe an organic reaction: reactants, conditions, products, and yield. Dataset: the Open Reaction Database (ORD), a public repository of structured organic reaction records Reactants: CN(C(C(CC1=CC2=CC=CC=C2C=C1)NC)=O)[C@H](CC1=CC=CC=C1)C(NC)=O (N-Methyl-2-methylamino-N-((1R)-1-(methylcarbamoyl)-2-phenylethyl)-3-(2-naphthyl)propionamide), C(C)(C)(C)OC(=O)NC(C/C(=C/C(=O)O)/C)(C)C ((2E)-5-tert-Butoxycarbonylamino-3,5-dimethylhex-2-enoic acid), ON1N=NC2=C1N=CC=C2 (1-Hydroxy-7-azabenzotriazol), Cl.CN(CCCN=C=NCC)C (N-(3-dimethylaminopropyl)-N′-ethylcarbodiimide hydrochloride), C(C)(C)N(CC)C(C)C (Diisopropylethylamine). The solvent is C(Cl)Cl (Methylene chloride), C(Cl)Cl (methylene chloride), C(Cl)Cl (methylene chloride). Conditions: time 15 minute. Yields the product C(C)(C)(C)OC(NC(C\C(=C\C(N([C@H](CC1=CC2=CC=CC=C2C=C1)C(N([C@H](CC1=CC=CC=C1)C(NC)=O)C)=O)C)=O)\C)(C)C)=O (((3E)-1,1,3-trimethyl-4-(methyl-((1R)-1-(methyl-((1R)-1-methylcarbamoyl-2-phenylethyl)carbamoyl)-2-(2-naphthyl)ethyl)carbamoyl)but-3-enyl)carbamic acid tert butylester). Isolated yield 49.2%. As a reaction SMILES: [C:1]([O:5][C:6]([NH:8][C:9]([CH3:18])([CH3:17])[CH2:10]/[C:11](/[CH3:16])=[CH:12]/[C:13]([OH:15])=O)=[O:7])([CH3:4])([CH3:3])[CH3:2].ON1C2N=CC=CC=2N=N1.Cl.CN(C)CCCN=C=NCC.[CH3:41][N:42]([C@@H:59]([C:67](=[O:70])[NH:68][CH3:69])[CH2:60][C:61]1[CH:66]=[CH:65][CH:64]=[CH:63][CH:62]=1)[C:43](=[O:58])[CH:44]([NH:56][CH3:57])[CH2:45][C:46]1[CH:55]=[CH:54][C:53]2[C:48](=[CH:49][CH:50]=[CH:51][CH:52]=2)[CH:47]=1.C(N(C(C)C)CC)(C)C>C(Cl)Cl>[C:1]([O:5][C:6](=[O:7])[NH:8][C:9]([CH3:18])([CH3:17])[CH2:10]/[C:11](/[CH3:16])=[CH:12]/[C:13](=[O:15])[N:56]([CH3:57])[C@@H:44]([C:43](=[O:58])[N:42]([CH3:41])[C@@H:59]([C:67](=[O:70])[NH:68][CH3:69])[CH2:60][C:61]1[CH:66]=[CH:65][CH:64]=[CH:63][CH:62]=1)[CH2:45][C:46]1[CH:55]=[CH:54][C:53]2[C:48](=[CH:49][CH:50]=[CH:51][CH:52]=2)[CH:47]=1)([CH3:2])([CH3:3])[CH3:4] |f:2.3|. Procedure: (2E)-5-tert-Butoxycarbonylamino-3,5-dimethylhex-2-enoic acid (0.30 g; 1.17 mmol.) was dissolved in methylene chloride (10 mL). 1-Hydroxy-7-azabenzotriazol (0.16 g; 1.17 mmol) and N-(3-dimethylaminopropyl)-N′-ethylcarbodiimide hydrochloride (0.26 g; 1.28 mmol) were added and the reaction mixture was stirred for 15 min at room temperature. N-Methyl-2-methylamino-N-((1R)-1-(methylcarbamoyl)-2-phenylethyl)-3-(2-naphthyl)propionamide (0.47 g; 1.67 mmol) was dissolved in methylene chloride (10 mL) and...